Dataset: the Open Reaction Database (ORD), a public repository of structured organic reaction records. Task: describe an organic reaction: reactants, conditions, products, and yield Reactants: NC=1NC(=C(C(C1C(=O)OCC)C1=CC(=CC=C1)[N+](=O)[O-])C(CCCCCCCCCCBr)=O)C (ethyl 2-amino-1,4-dihydro-6-methyl-4-(3-nitrophenyl)-5-(11-bromo-1-oxo-undecyl)pyridine-3-carboxylate). Reagents/catalysts: [O-2].[O-2].[Mn+4] (manganese dioxide). Solvent: ClCCl (dichloromethane). Reaction conditions: time 20 hour. Product: NC1=NC(=C(C(=C1C(=O)OCC)C1=CC(=CC=C1)[N+](=O)[O-])C(CCCCCCCCCCBr)=O)C (Ethyl 2-amino-6-methyl-4-(3-nitrophenyl)-5-(11-bromo-1-oxo-undecyl)pyridine-3-carboxylate). The yield is 55.6%. As a reaction SMILES: [NH2:1][C:2]1[NH:3][C:4]([CH3:35])=[C:5]([C:22](=[O:34])[CH2:23][CH2:24][CH2:25][CH2:26][CH2:27][CH2:28][CH2:29][CH2:30][CH2:31][CH2:32][Br:33])[CH:6]([C:13]2[CH:18]=[CH:17][CH:16]=[C:15]([N+:19]([O-:21])=[O:20])[CH:14]=2)[C:7]=1[C:8]([O:10][CH2:11][CH3:12])=[O:9]>ClCCl.[O-2].[O-2].[Mn+4]>[NH2:1][C:2]1[C:7]([C:8]([O:10][CH2:11][CH3:12])=[O:9])=[C:6]([C:13]2[CH:18]=[CH:17][CH:16]=[C:15]([N+:19]([O-:21])=[O:20])[CH:14]=2)[C:5]([C:22](=[O:34])[CH2:23][CH2:24][CH2:25][CH2:26][CH2:27][CH2:28][CH2:29][CH2:30][CH2:31][CH2:32][Br:33])=[C:4]([CH3:35])[N:3]=1 |f:2.3.4|. Procedure: 41.9 g of ethyl 2-amino-1,4-dihydro-6-methyl-4-(3-nitrophenyl)-5-(11-bromo-1-oxo-undecyl)pyridine-3-carboxylate are dissolved in 300 ml of dichloromethane and 137 g of manganese dioxide are added. The mixture is stirred at RT for 20 h, then filtered off through Celite and the filtrate is washed with water. The oil remaining after concentration of the filtrate crystallizes on standing or is seeded. It is triturated with diisopropyl ether and filtered off with suction. 23.2 g of the title compound... The reactants are [Al+3], CS(=O)(=O)c1ccc(C(=O)O)cc1, COc1ccccc1, [Cl-], [Cl-], [Cl-], O=C(Cl)C(=O)Cl, ClCCl, Cl, CN(C)C=O. Yields the product COc1ccc(C(=O)c2ccc(S(C)(=O)=O)cc2)cc1. Reaction SMILES: [Al+3:29].[CH3:1][S:2](=[O:3])(=[O:4])[c:5]1[cH:6][cH:7][c:8]([C:9](=[O:10])[OH:11])[cH:12][cH:13]1.[CH3:20][O:21][c:22]1[cH:23][cH:24][cH:25][cH:26][cH:27]1.[Cl-:28].[Cl-:30].[Cl-:31].[Cl:14][C:15]([C:16]([Cl:17])=[O:18])=[O:19].[Cl:33][CH2:34][Cl:35].[ClH:32].[O:36]=[CH:37][N:38]([CH3:39])[CH3:40]>>[CH3:1][S:2](=[O:3])(=[O:4])[c:5]1[cH:6][cH:7][c:8]([C:9](=[O:11])[c:25]2[cH:24][cH:23][c:22]([O:21][CH3:20])[cH:27][cH:26]2)[cH:12][cH:13]1.